describe an organic reaction: reactants, conditions, products, and yield From a dataset of the Open Reaction Database (ORD), a public repository of structured organic reaction records. Starting materials: O=O (oxygen), CSCCCCCCCCCCC(=O)O (11-(methylthio)undecanoic acid), C(C)(=O)O (acetic acid), OO (hydrogen peroxide), S(=O)([O-])[O-].[Na+].[Na+] (sodium sulfite), C(C)(=O)O (acetic acid). Product: CS(=O)(=O)CCCCCCCCCCC(=O)O (11-(methylsulfonyl)undecanoic acid). RXN SMILES: CS[CH2:3][CH2:4][CH2:5][CH2:6][CH2:7][CH2:8][CH2:9][CH2:10][CH2:11][CH2:12][C:13]([OH:15])=[O:14].OO.[S:18]([O-:21])([O-])=[O:19].[Na+].[Na+].O=O.[C:26](O)(=O)C>>[CH3:26][S:18]([CH2:3][CH2:4][CH2:5][CH2:6][CH2:7][CH2:8][CH2:9][CH2:10][CH2:11][CH2:12][C:13]([OH:15])=[O:14])(=[O:21])=[O:19] |f:2.3.4|. Procedure details: Into a three-neck round-bottom flask fitted with an overhead mechanical stirrer, thermometer and addition funnel were added 12.3 g of 11-(methylthio)undecanoic acid and 53 mL of acetic acid. The mixture was warmed slightly to help all of the solid to dissolve in the acetic acid. At a temperature of approximately 30° C., the dropwise addition of 24 g of 30% hydrogen peroxide was started. After the addition was completed, the reaction mixture was stirred without heating for an hour. The mixture wa... Yield: 62.9%. Conditions: time 16 hour. The reactants are FC1=C(C=CC(=C1)OC(F)(F)F)[C@@H]1N(CC[C@@H](C1)C1=CC(NO1)=O)C(=O)OC ((2R,4S)-Methyl 2-(2-fluoro-4-(trifluoromethoxy)phenyl)-4-(3-oxo-2,3-dihydroisoxazol-5-yl)-piperidine-1-carboxylate), Br (hydrogen bromide). RXN SMILES: [F:1][C:2]1[CH:7]=[C:6]([O:8][C:9]([F:12])([F:11])[F:10])[CH:5]=[CH:4][C:3]=1[C@H:13]1[CH2:18][C@@H:17]([C:19]2[O:23][NH:22][C:21](=[O:24])[CH:20]=2)[CH2:16][CH2:15][N:14]1C(OC)=O.Br>>[F:1][C:2]1[CH:7]=[C:6]([O:8][C:9]([F:10])([F:11])[F:12])[CH:5]=[CH:4][C:3]=1[C@H:13]1[CH2:18][C@@H:17]([C:19]2[O:23][NH:22][C:21](=[O:24])[CH:20]=2)[CH2:16][CH2:15][NH:14]1. Reported procedure: (2R,4S)-Methyl 2-(2-fluoro-4-(trifluoromethoxy)phenyl)-4-(3-oxo-2,3-dihydroisoxazol-5-yl)-piperidine-1-carboxylate (458 mg, 1.13 mmol) was dissolved in hydrogen bromide (33% in acetic acid, 8.93 mL, 50.98 mmol) and stirred at room temperature for 16 h. The solvent was removed in vacuo and the residue purified by preparative HPLC (Instrument: FractionLynx II, Mobilphase: gradient 5-95% MeCN in 0.2% NH3, pH 10, Column: Xbridge Prep C18 5 μm OBD 19*150 mm) to yield 5-((2R,4S)-2-(2-fluoro-4-(trifluo... The product is FC1=C(C=CC(=C1)OC(F)(F)F)[C@@H]1NCC[C@@H](C1)C1=CC(NO1)=O (5-((2R,4S)-2-(2-fluoro-4-(trifluoromethoxy)phenyl)piperidin-4-yl)isoxazol-3(2H)-one).